From a dataset of the Open Reaction Database (ORD), a public repository of structured organic reaction records. describe an organic reaction: reactants, conditions, products, and yield Procedure details: The title compound was prepared by Sonogashira coupling of 4-chloro-5-iodo-7-(4-methoxy-3,5-dimethyl-pyridin-2-ylmethyl)-7H-pyrrolo[2,3-d]pyrimidin-2-ylamine (see, Example 1) with 2-ethynylpyridine according to the General Procedure A. tR: 4.65 min. 1H-NMR (DMSO-d6) δ 8.59 (s, 1H), 8.07 (s, 1H), 7.82 (td, 1H), 7.62 (s, 1H), 7.56 (d, 1H), 7.36 (td, 1H), 6.84 (br. S, 2H), 5.36 (s, 2H), 3.74 (s, 3H), 2.28 (s, 3H), 2.17 (s, 3H). Reactants: ClC=1C2=C(N=C(N1)N)N(C=C2I)CC2=NC=C(C(=C2C)OC)C (4-chloro-5-iodo-7-(4-methoxy-3,5-dimethyl-pyridin-2-ylmethyl)-7H-pyrrolo[2,3-d]pyrimidin-2-ylamine), C(#C)C1=NC=CC=C1 (2-ethynylpyridine). Reaction SMILES: [Cl:1][C:2]1[C:3]2[C:11](I)=[CH:10][N:9]([CH2:13][C:14]3[C:19]([CH3:20])=[C:18]([O:21][CH3:22])[C:17]([CH3:23])=[CH:16][N:15]=3)[C:4]=2[N:5]=[C:6]([NH2:8])[N:7]=1.[C:24]([C:26]1[CH:31]=[CH:30][CH:29]=[CH:28][N:27]=1)#[CH:25]>>[Cl:1][C:2]1[C:3]2[C:11]([C:25]#[C:24][C:26]3[CH:31]=[CH:30][CH:29]=[CH:28][N:27]=3)=[CH:10][N:9]([CH2:13][C:14]3[C:19]([CH3:20])=[C:18]([O:21][CH3:22])[C:17]([CH3:23])=[CH:16][N:15]=3)[C:4]=2[N:5]=[C:6]([NH2:8])[N:7]=1. Product: ClC=1C2=C(N=C(N1)N)N(C=C2C#CC2=NC=CC=C2)CC2=NC=C(C(=C2C)OC)C (4-Chloro-7-(4-methoxy-3,5-dimethyl-pyridin-2-ylmethyl)-5-pyridin-2-ylethynyl-7H-pyrrolo[2,3-d]pyrimidin-2-ylamine). Reactants: ( a ), C(C)(=O)C=1SC=CC1 (2-acetylthiophene), C(C)C(C1=C(C=CC=C1)C#N)(P([O-])([O-])=O)CC (diethyl-o-cyanobenzylphosphonate), C[O-].[Na+] (sodium methylate). Run in ice water, CN(C=O)C (dimethyl formamide), CN(C=O)C (dimethyl formamide). Reaction conditions: time 2 hour. Product: S1C(=CC=C1)C(=CC1=C(C#N)C=CC=C1)C (2-[2-(2-thienyl)-1-propenyl]benzonitrile). As a reaction SMILES: C([C:4]1[S:5][CH:6]=[CH:7][CH:8]=1)(=O)C.C([C:11]([CH2:24][CH3:25])(P(=O)([O-])[O-])[C:12]1[CH:17]=[CH:16][CH:15]=[CH:14][C:13]=1[C:18]#[N:19])C.C[O-].[Na+]>CN(C)C=O>[S:5]1[CH:6]=[CH:7][CH:8]=[C:4]1[C:24]([CH3:25])=[CH:11][C:12]1[CH:17]=[CH:16][CH:15]=[CH:14][C:13]=1[C:18]#[N:19] |f:2.3|. Procedure details: The starting material may be produced as follows: (a) A solution of 10.0 g of 2-acetylthiophene and 21.0 g of diethyl-o-cyanobenzylphosphonate in 70 cc of anhydrous dimethyl formamide is added dropwise at 20°-30° in an atmosphere of nitrogen to a suspension of 4.5 g of pulverized sodium methylate in 100 cc of anhydrous dimethyl formamide, the reaction mixture is stirred at 40° for 2 hours, and at 100° for a further 2 hours, is cooled to room temperature and diluted with 600 cc of ice water. The ... The reactants are [BH4-], CN(C)Cc1cccc(OCCCNc2nc(N=Cc3ccccc3)nn2C)c1, CO, [Na+]. Yields the product CN(C)Cc1cccc(OCCCNc2nc(NCc3ccccc3)nn2C)c1. RXN SMILES: [BH4-:30].[CH3:1][n:2]1[n:3][c:4]([N:22]=[CH:23][c:24]2[cH:25][cH:26][cH:27][cH:28][cH:29]2)[n:5][c:6]1[NH:7][CH2:8][CH2:9][CH2:10][O:11][c:12]1[cH:13][c:14]([CH2:18][N:19]([CH3:20])[CH3:21])[cH:15][cH:16][cH:17]1.[CH3:32][OH:33].[Na+:31]>>[CH3:1][n:2]1[n:3][c:4]([NH:22][CH2:23][c:24]2[cH:25][cH:26][cH:27][cH:28][cH:29]2)[n:5][c:6]1[NH:7][CH2:8][CH2:9][CH2:10][O:11][c:12]1[cH:13][c:14]([CH2:18][N:19]([CH3:20])[CH3:21])[cH:15][cH:16][cH:17]1. The reactants are Cn1ccc(N)n1, CC#N, CCN(C(C)C)C(C)C, CC(C)ON=C(C(=O)O)c1ccc(S(C)(=O)=O)c(Cl)c1. Yields the product CC(C)ON=C(C(=O)Nc1ccn(C)n1)c1ccc(S(C)(=O)=O)c(Cl)c1. RXN SMILES: [CH3:30][n:31]1[n:32][c:33]([NH2:36])[cH:34][cH:35]1.[CH3:37][C:38]#[N:39].[CH:21]([N:22]([CH2:23][CH3:24])[CH:25]([CH3:26])[CH3:27])([CH3:28])[CH3:29].[Cl:1][c:2]1[cH:3][c:4]([C:12]([C:13](=[O:14])[OH:15])=[N:16][O:17][CH:18]([CH3:19])[CH3:20])[cH:5][cH:6][c:7]1[S:8](=[O:9])(=[O:10])[CH3:11]>>[Cl:1][c:2]1[cH:3][c:4]([C:12]([C:13](=[O:15])[NH:36][c:33]2[n:32][n:31]([CH3:30])[cH:35][cH:34]2)=[N:16][O:17][CH:18]([CH3:19])[CH3:20])[cH:5][cH:6][c:7]1[S:8](=[O:9])(=[O:10])[CH3:11]. Starting materials: CO, [Cl-], COc1cc2ncc(C#N)c(Nc3ccc(F)c(Cl)c3)c2cc1[N+](=O)[O-], [Fe], [NH4+], O. The product is COc1cc2ncc(C#N)c(Nc3ccc(F)c(Cl)c3)c2cc1N. As a reaction SMILES: [CH3:29][OH:30].[Cl-:27].[Cl:1][c:2]1[cH:3][c:4]([NH:9][c:10]2[c:11]([C:25]#[N:26])[cH:12][n:13][c:14]3[cH:15][c:16]([O:23][CH3:24])[c:17]([N+:20]([O-:21])=[O:22])[cH:18][c:19]23)[cH:5][cH:6][c:7]1[F:8].[Fe:31].[NH4+:28].[OH2:32]>>[Cl:1][c:2]1[cH:3][c:4]([NH:9][c:10]2[c:11]([C:25]#[N:26])[cH:12][n:13][c:14]3[cH:15][c:16]([O:23][CH3:24])[c:17]([NH2:20])[cH:18][c:19]23)[cH:5][cH:6][c:7]1[F:8]. The reactants are C1COCCN1, Cc1cccc(C(=O)O)n1, CN(C)C=O, On1nnc2ccccc21. Product: Cc1cccc(C(=O)N2CCOCC2)n1. As a reaction SMILES: [CH2:11]1[CH2:12][O:13][CH2:14][CH2:15][NH:16]1.[CH3:1][c:2]1[cH:3][cH:4][cH:5][c:6]([C:8](=[O:9])[OH:10])[n:7]1.[O:27]=[CH:28][N:29]([CH3:30])[CH3:31].[OH:17][n:18]1[c:19]2[c:20]([cH:21][cH:22][cH:23][cH:24]2)[n:25][n:26]1>>[CH3:1][c:2]1[cH:3][cH:4][cH:5][c:6]([C:8](=[O:10])[N:16]2[CH2:11][CH2:12][O:13][CH2:14][CH2:15]2)[n:7]1. The reactants are CCOC(=O)CC1OB(O)c2cc(Oc3nccnc3C#N)cc(C)c21, CO, Cl. Yields the product CCOC(=O)CC1OB(O)c2cc(Oc3nccnc3CN)cc(C)c21. RXN SMILES: [CH2:1]([CH3:2])[O:3][C:4]([CH2:5][CH:6]1[c:7]2[c:8]([cH:12][c:13]([O:17][c:18]3[n:19][cH:20][cH:21][n:22][c:23]3[C:24]#[N:25])[cH:14][c:15]2[CH3:16])[B:9]([OH:11])[O:10]1)=[O:26].[CH3:28][OH:29].[ClH:27]>>[CH2:1]([CH3:2])[O:3][C:4]([CH2:5][CH:6]1[c:7]2[c:8]([cH:12][c:13]([O:17][c:18]3[n:19][cH:20][cH:21][n:22][c:23]3[CH2:24][NH2:25])[cH:14][c:15]2[CH3:16])[B:9]([OH:11])[O:10]1)=[O:26]. Starting materials: N#CC1(c2ccc(Br)c(F)c2)CC1, CCO, Cl, [Na+], [OH-]. Yields the product O=C(O)C1(c2ccc(Br)c(F)c2)CC1. Reaction SMILES: [Br:1][c:2]1[c:3]([F:13])[cH:4][c:5]([C:8]2([C:11]#[N:12])[CH2:9][CH2:10]2)[cH:6][cH:7]1.[CH2:17]([CH3:18])[OH:19].[ClH:16].[Na+:15].[OH-:14]>>[Br:1][c:2]1[c:3]([F:13])[cH:4][c:5]([C:8]2([C:11](=[O:14])[OH:19])[CH2:9][CH2:10]2)[cH:6][cH:7]1.